Dataset: the Open Reaction Database (ORD), a public repository of structured organic reaction records. Task: describe an organic reaction: reactants, conditions, products, and yield Reactants: N1(CCOCC1)CCON=CCCl (2-chloroethanal O-[2-(morpholin-4-yl)ethyl]oxime), FC(C=1C=C(C(=O)N2[C@@H](CNCC2)CC2=CNC3=CC=CC=C23)C=C(C1)C(F)(F)F)(F)F ((2R)-1-[3,5-bis(trifluoromethyl)-benzoyl]-2-(1H-indol-3-ylmethyl)piperazine), C(C)(C)N(CC)C(C)C (diisopropylethylamine). Run in C(C)#N (acetonitrile). Product: N1(CCOCC1)CCON=CCN1C[C@H](N(CC1)C(C1=CC(=CC(=C1)C(F)(F)F)C(F)(F)F)=O)CC1=CNC2=CC=CC=C12 (2-{(2R)-1-[3,5-bis(trifluoromethyl)benzoyl]-2-(1H-indol-3-ylmethyl)-piperazin-4-yl}-ethanal O-[2-(morpholin-4-yl)ethyl]oxime). Yield: 96.6%. RXN SMILES: [N:1]1([CH2:7][CH2:8][O:9][N:10]=[CH:11][CH2:12]Cl)[CH2:6][CH2:5][O:4][CH2:3][CH2:2]1.[F:14][C:15]([F:45])([F:44])[C:16]1[CH:17]=[C:18]([CH:37]=[C:38]([C:40]([F:43])([F:42])[F:41])[CH:39]=1)[C:19]([N:21]1[CH2:26][CH2:25][NH:24][CH2:23][C@H:22]1[CH2:27][C:28]1[C:36]2[C:31](=[CH:32][CH:33]=[CH:34][CH:35]=2)[NH:30][CH:29]=1)=[O:20].C(N(C(C)C)CC)(C)C>C(#N)C>[N:1]1([CH2:7][CH2:8][O:9][N:10]=[CH:11][CH2:12][N:24]2[CH2:25][CH2:26][N:21]([C:19](=[O:20])[C:18]3[CH:17]=[C:16]([C:15]([F:14])([F:45])[F:44])[CH:39]=[C:38]([C:40]([F:42])([F:43])[F:41])[CH:37]=3)[C@H:22]([CH2:27][C:28]3[C:36]4[C:31](=[CH:32][CH:33]=[CH:34][CH:35]=4)[NH:30][CH:29]=3)[CH2:23]2)[CH2:6][CH2:5][O:4][CH2:3][CH2:2]1. Procedure: A mixture of 2-chloroethanal O-[2-(morpholin-4-yl)ethyl]oxime (0.13 g), (2R)-1-[3,5-bis(trifluoromethyl)-benzoyl]-2-(1H-indol-3-ylmethyl)piperazine (0.29 g), diisopropylethylamine (0.11 mL), and acetonitrile (10 mL) was heated under reflux overnight. After cooling to room temperature the solvent was removed in vacuo, and the residue treated with dichloromethane and K2CO3 (aq). The layers were separated, the organic layer was dried (Na2SO4), and concentrated in vacuo. The residue was purified by ...